describe an organic reaction: reactants, conditions, products, and yield From a dataset of the Open Reaction Database (ORD), a public repository of structured organic reaction records. The reactants are CCOC(=O)CC(C)(O)c1ccc(Oc2ccccc2)cc1, CCO. The product is CC(O)(CC(=O)O)c1ccc(Oc2ccccc2)cc1. As a reaction SMILES: [CH2:1]([CH3:2])[O:3][C:4]([CH2:5][C:6]([CH3:7])([OH:8])[c:9]1[cH:10][cH:11][c:12]([O:15][c:16]2[cH:17][cH:18][cH:19][cH:20][cH:21]2)[cH:13][cH:14]1)=[O:22].[CH3:23][CH2:24][OH:25]>>[O:3]=[C:4]([CH2:5][C:6]([CH3:7])([OH:8])[c:9]1[cH:10][cH:11][c:12]([O:15][c:16]2[cH:17][cH:18][cH:19][cH:20][cH:21]2)[cH:13][cH:14]1)[OH:22]. The reactants are C(CCCCC)NC(=S)NC1=CC=CC2=CC=CC=C12 (N-hexyl-N'-1-naphthalenylthiourea), C(#CC(=O)O)C(=O)O (acetylenedicarboxylic acid). Yields the product C(CCCCC)N1C(SC(C1=O)=CC(=O)O)=NC1=CC=CC2=CC=CC=C12 ([3-Hexyl-2-[(1-naphthalenyl)imino]-4-oxo-5-thiazolidinylidene]acetic acid). The yield is 66.3%. Reaction SMILES: [CH2:1]([NH:7][C:8]([NH:10][C:11]1[C:20]2[C:15](=[CH:16][CH:17]=[CH:18][CH:19]=2)[CH:14]=[CH:13][CH:12]=1)=[S:9])[CH2:2][CH2:3][CH2:4][CH2:5][CH3:6].[C:21]([C:26](O)=[O:27])#[C:22][C:23]([OH:25])=[O:24]>>[CH2:1]([N:7]1[C:26](=[O:27])[C:21](=[CH:22][C:23]([OH:25])=[O:24])[S:9][C:8]1=[N:10][C:11]1[C:20]2[C:15](=[CH:16][CH:17]=[CH:18][CH:19]=2)[CH:14]=[CH:13][CH:12]=1)[CH2:2][CH2:3][CH2:4][CH2:5][CH3:6]. Procedure details: Prepared by the method described in Example 16 from N-hexyl-N'-1-naphthalenylthiourea (8.0 g, 28 mmoles) and acetylenedicarboxylic acid (3.4 g, 28 mmoles). Recrystallization from acetonitrile gave the product (7.1 g), mp 144°-145° C. Reactants: O[C@]1(C(C(CC1)(C)CO)(C)C)C(=O)O ((1R)-1-hydroxy-3-(hydroxymethyl)-2,2,3-trimethylcyclopentanecarboxylic acid), C1(=CC=CC=C1)P(C1=CC=CC=C1)C1=CC=CC=C1 (triphenylphosphine), CC(C)OC(=O)/N=N/C(=O)OC(C)C (diisopropylazodicarboxylate). Run in O1CCCC1 (tetrahydrofuran). Conditions: time 8 hour. Yields the product CC12CO[C@](CC1)(C2(C)C)C(=O)O ((1R)-4,7,7-trimethyl-2-oxabicyclo[2.2.1]heptane-1-carboxylic acid). Reaction SMILES: O[C@:2]1([C:12]([OH:14])=[O:13])[CH2:6][CH2:5][C:4]([CH2:8][OH:9])([CH3:7])[C:3]1([CH3:11])[CH3:10].C1(P(C2C=CC=CC=2)C2C=CC=CC=2)C=CC=CC=1.CC(OC(/N=N/C(OC(C)C)=O)=O)C>O1CCCC1>[CH3:7][C:4]12[C:3]([CH3:11])([CH3:10])[C@@:2]([C:12]([OH:14])=[O:13])([CH2:6][CH2:5]1)[O:9][CH2:8]2. Procedure details: To a solution of Example 222A (125 mg) and triphenylphosphine (366 mg) in tetrahydrofuran (10 mL) at 0° C. was added dropwise diisopropylazodicarboxylate (0.27 mL). The reaction mixture was allowed to warm to room temperature and stirred overnight. The mixture was partitioned between 1 N aqueous NaOH (10 mL) and ether (20 mL) and the layers separated. The aqueous phase was extracted twice with ether to remove non-polar organic extracts, then acidified with 1 N aqueous HCl and extracted with ethe... The reactants are [Al+3], O=C([O-])O, CC(C)(C)Br, [Cl-], [Cl-], [Cl-], ClCCl, O=[N+]([O-])c1cnc2[nH]ccc2c1. The product is CC(C)(C)c1c[nH]c2ncc([N+](=O)[O-])cc12. RXN SMILES: [Al+3:14].[C:22](=[O:23])([OH:24])[O-:25].[CH3:17][C:18]([CH3:19])([CH3:20])[Br:21].[Cl-:13].[Cl-:15].[Cl-:16].[Cl:26][CH2:27][Cl:28].[N+:1](=[O:2])([O-:3])[c:4]1[cH:5][c:6]2[c:7]([n:8][cH:9]1)[nH:10][cH:11][cH:12]2>>[N+:1](=[O:2])([O-:3])[c:4]1[cH:5][c:6]2[c:7]([n:8][cH:9]1)[nH:10][cH:11][c:12]2[C:18]([CH3:17])([CH3:19])[CH3:20]. Starting materials: O=[N+]([O-])c1ccccc1-c1ccc(CBr)cc1, CC(C)(CC(=O)NC1CCc2ccccc2NC1=O)NC(=O)OC(C)(C)C. The product is CC(C)(CC(=O)NC1CCc2ccccc2N(Cc2ccc(-c3ccccc3[N+](=O)[O-])cc2)C1=O)NC(=O)OC(C)(C)C. RXN SMILES: [Br:1][CH2:2][c:3]1[cH:4][cH:5][c:6](-[c:9]2[c:10]([N+:15](=[O:16])[O-:17])[cH:11][cH:12][cH:13][cH:14]2)[cH:7][cH:8]1.[C:18]([CH3:19])([CH3:20])([CH3:21])[O:22][C:23](=[O:24])[NH:25][C:26]([CH2:27][C:28](=[O:29])[NH:30][CH:31]1[C:32](=[O:42])[NH:33][c:34]2[c:35]([cH:38][cH:39][cH:40][cH:41]2)[CH2:36][CH2:37]1)([CH3:43])[CH3:44]>>[CH2:2]([c:3]1[cH:4][cH:5][c:6](-[c:9]2[c:10]([N+:15](=[O:16])[O-:17])[cH:11][cH:12][cH:13][cH:14]2)[cH:7][cH:8]1)[N:33]1[C:32](=[O:42])[CH:31]([NH:30][C:28]([CH2:27][C:26]([NH:25][C:23]([O:22][C:18]([CH3:19])([CH3:20])[CH3:21])=[O:24])([CH3:43])[CH3:44])=[O:29])[CH2:37][CH2:36][c:35]2[c:34]1[cH:41][cH:40][cH:39][cH:38]2.